Dataset: the Open Reaction Database (ORD), a public repository of structured organic reaction records. Task: describe an organic reaction: reactants, conditions, products, and yield Reported procedure: Terpolymer 1 was produced by high-pressure polymerisation with free radical initiation, wherein ethylene monomers were reacted with vinyl trimethoxysilane (VTMS) and butylacrylate (BA) co-monomers amounts so as to yield 1.8 wt % (0.36 mol %) silane content and 17 wt % (4.4 mol %) BA content in final terpolymer 1, under the action of a radical initiator in a reactor at a high pressure of about 120 to 350 MPa and an elevated temperature of between 150 to 350° C. When the reaction was completed, th... Reactants: C(=C)[Si](OC)(OC)OC (vinyl trimethoxysilane), C(CCC)OC(C=C)=O (butylacrylate). Yields the product [SiH4] (silane), C(CCC)OC(C=C)=O (BA). Reaction SMILES: C([Si:3](OC)(OC)OC)=C.[CH2:10]([O:14][C:15](=[O:18])[CH:16]=[CH2:17])[CH2:11][CH2:12][CH3:13]>>[SiH4:3].[CH2:10]([O:14][C:15](=[O:18])[CH:16]=[CH2:17])[CH2:11][CH2:12][CH3:13]. Starting materials: BrC1=C(CNCC)C=C(C=C1)C(F)(F)F ((2-bromo-5-trifluoromethyl-benzyl)-ethyl-amine), ClC1=CC=C(CN=C=O)C=C1 (4-chlorobenzyl isocyanate). Yields the product BrC1=C(CN(C(=O)NCC2=CC=C(C=C2)Cl)CC)C=C(C=C1)C(F)(F)F (1-(2-Bromo-5-trifluoromethyl-benzyl)-3-(4-chloro-benzyl)-1-ethyl-urea). RXN SMILES: [Br:1][C:2]1[CH:11]=[CH:10][C:9]([C:12]([F:15])([F:14])[F:13])=[CH:8][C:3]=1[CH2:4][NH:5][CH2:6][CH3:7].[Cl:16][C:17]1[CH:26]=[CH:25][C:20]([CH2:21][N:22]=[C:23]=[O:24])=[CH:19][CH:18]=1>>[Br:1][C:2]1[CH:11]=[CH:10][C:9]([C:12]([F:13])([F:14])[F:15])=[CH:8][C:3]=1[CH2:4][N:5]([CH2:6][CH3:7])[C:23]([NH:22][CH2:21][C:20]1[CH:25]=[CH:26][C:17]([Cl:16])=[CH:18][CH:19]=1)=[O:24]. Reported procedure: Prepared according to the procedure described in Example 95, Step 1, using the following starting materials: (2-bromo-5-trifluoromethyl-benzyl)-ethyl-amine and 4-chlorobenzyl isocyanate.